describe an organic reaction: reactants, conditions, products, and yield From a dataset of the Open Reaction Database (ORD), a public repository of structured organic reaction records. The reactants are CCOC(=O)C=P(c1ccccc1)(c1ccccc1)c1ccccc1, CC(C)(C)OC(=O)NC(C=O)Cc1ccccc1, Cc1ccccc1. The product is CCOC(=O)C=CC(Cc1ccccc1)NC(=O)OC(C)(C)C. As a reaction SMILES: [C:19](=[O:20])([O:21][CH2:22][CH3:23])[CH:24]=[P:25]([c:26]1[cH:27][cH:28][cH:29][cH:30][cH:31]1)([c:32]1[cH:33][cH:34][cH:35][cH:36][cH:37]1)[c:38]1[cH:39][cH:40][cH:41][cH:42][cH:43]1.[C:1]([CH3:2])([CH3:3])([CH3:4])[O:5][C:6](=[O:7])[NH:8][CH:9]([CH:10]=[O:11])[CH2:12][c:13]1[cH:14][cH:15][cH:16][cH:17][cH:18]1.[CH3:44][c:45]1[cH:46][cH:47][cH:48][cH:49][cH:50]1>>[C:1]([CH3:2])([CH3:3])([CH3:4])[O:5][C:6](=[O:7])[NH:8][CH:9]([CH:10]=[CH:24][C:19](=[O:20])[O:21][CH2:22][CH3:23])[CH2:12][c:13]1[cH:14][cH:15][cH:16][cH:17][cH:18]1. The reactants are Cl (HCl), CC1(C=2C=CC(=CC2C(=CC1)C1=CC(=CC(=C1)C)C)C#CC1=CC=C(C(=O)OCC)C=C1)C (ethyl 4-[(5,6-dihydro-5,5-dimethyl-8-(3,5-dimethylphenyl)-2-naphthalenyl)ethynyl]-benzoate), CC1(C=2C=CC(=CC2C(=CC1)C1=CC(=CC(=C1)C)C)C#CC1=CC=C(C(=O)OCC)C=C1)C (ethyl 4-[(5,6-dihydro-5,5-dimethyl-8-(3,5-dimethylphenyl)-2-naphthalenyl)ethynyl]-benzoate), [OH-].[Na+] (NaOH). Solvent: CCO (EtOH), C1CCOC1 (THF). Conditions: temperature 50 celsius. The product is CC1(C=2C=CC(=CC2C(=CC1)C1=CC(=CC(=C1)C)C)C#CC1=CC=C(C(=O)O)C=C1)C (4-[(5,6-Dihydro-5,5-dimethyl-8-(3,5-dimethylphenyl)-2- naphthalenyl)ethynyl]benzoic acid). RXN SMILES: [CH3:1][C:2]1([CH3:33])[CH2:11][CH:10]=[C:9]([C:12]2[CH:17]=[C:16]([CH3:18])[CH:15]=[C:14]([CH3:19])[CH:13]=2)[C:8]2[CH:7]=[C:6]([C:20]#[C:21][C:22]3[CH:32]=[CH:31][C:25]([C:26]([O:28]CC)=[O:27])=[CH:24][CH:23]=3)[CH:5]=[CH:4][C:3]1=2.[OH-].[Na+].Cl>CCO.C1COCC1>[CH3:1][C:2]1([CH3:33])[CH2:11][CH:10]=[C:9]([C:12]2[CH:13]=[C:14]([CH3:19])[CH:15]=[C:16]([CH3:18])[CH:17]=2)[C:8]2[CH:7]=[C:6]([C:20]#[C:21][C:22]3[CH:23]=[CH:24][C:25]([C:26]([OH:28])=[O:27])=[CH:31][CH:32]=3)[CH:5]=[CH:4][C:3]1=2 |f:1.2|. Procedure details: To a solution of ethyl 4-[(5,6-dihydro-5,5-dimethyl-8-(3,5-dimethylphenyl)-2-naphthalenyl)ethynyl]-benzoate (Compound 4) 90.0 mg (0.207 mmol) in 3 ml of EtOH and 2 ml of THF was added 48.0 mg (1.20 mmol, 1.20 ml) of NaOH (1.0 M aqueous solution). The solution was heated to 50° C. for 2 hours, cooled to room temperature, and acidified with 10% HCl. Extraction with EtOAc, followed by drying over Na2SO4, and removal of the solvents under reduced pressure afforded the title compound as a colorless s... The reactants are ClC(Cl)Cl, CCc1cc2c(s1)-n1c(CC)nnc1CN=C2c1ccccc1Cl, O=C(Cl)c1ccc(Cl)c(Cl)c1, Cl, [Na+], O=C([O-])O. Product: CCc1cc(C(=O)c2ccccc2Cl)c(-n2c(CC)nnc2CNC(=O)c2ccc(Cl)c(Cl)c2)s1. RXN SMILES: [CH:42]([Cl:43])([Cl:44])[Cl:45].[Cl:1][c:2]1[c:3]([C:8]2=[N:9][CH2:10][c:11]3[n:12]([c:20]([CH2:23][CH3:24])[n:21][n:22]3)-[c:13]3[c:14]2[cH:15][c:16]([CH2:18][CH3:19])[s:17]3)[cH:4][cH:5][cH:6][cH:7]1.[Cl:31][c:32]1[cH:33][c:34]([C:35](=[O:36])[Cl:37])[cH:38][cH:39][c:40]1[Cl:41].[ClH:25].[Na+:26].[OH:27][C:28](=[O:29])[O-:30]>>[Cl:1][c:2]1[c:3]([C:8]([c:14]2[c:13](-[n:12]3[c:11]([CH2:10][NH:9][C:35]([c:34]4[cH:33][c:32]([Cl:31])[c:40]([Cl:41])[cH:39][cH:38]4)=[O:36])[n:22][n:21][c:20]3[CH2:23][CH3:24])[s:17][c:16]([CH2:18][CH3:19])[cH:15]2)=[O:27])[cH:4][cH:5][cH:6][cH:7]1. The reactants are CC(C)N, CO, CCOC(C)=NOCCC(=O)OC. The product is CCOC(C)=NOCCC(=O)NC(C)C. RXN SMILES: [CH3:14][CH:15]([CH3:16])[NH2:17].[CH3:18][OH:19].[CH3:1][O:2][C:3]([CH2:4][CH2:5][O:6][N:7]=[C:8]([CH3:9])[O:10][CH2:11][CH3:12])=[O:13]>>[C:3]([CH2:4][CH2:5][O:6][N:7]=[C:8]([CH3:9])[O:10][CH2:11][CH3:12])(=[O:13])[NH:17][CH:15]([CH3:14])[CH3:16].